The task is: describe an organic reaction: reactants, conditions, products, and yield. This data is from the Open Reaction Database (ORD), a public repository of structured organic reaction records. The reactants are CN(C)c1ccncc1, O=S(=O)(Cl)c1c(Cl)cc(C(F)(F)F)cc1Cl, ClCCl, COC(=O)c1sccc1N, c1ccncc1. Product: COC(=O)c1sccc1NS(=O)(=O)c1c(Cl)cc(C(F)(F)F)cc1Cl. RXN SMILES: [CH3:33][N:34]([CH3:35])[c:36]1[cH:37][cH:38][n:39][cH:40][cH:41]1.[Cl:1][c:2]1[c:3]([S:13](=[O:14])(=[O:15])[Cl:16])[c:4]([Cl:12])[cH:5][c:6]([C:8]([F:9])([F:10])[F:11])[cH:7]1.[Cl:42][CH2:43][Cl:44].[NH2:17][c:18]1[c:19]([C:23](=[O:24])[O:25][CH3:26])[s:20][cH:21][cH:22]1.[cH:27]1[cH:28][cH:29][n:30][cH:31][cH:32]1>>[Cl:1][c:2]1[c:3]([S:13](=[O:14])(=[O:15])[NH:17][c:18]2[c:19]([C:23](=[O:24])[O:25][CH3:26])[s:20][cH:21][cH:22]2)[c:4]([Cl:12])[cH:5][c:6]([C:8]([F:9])([F:10])[F:11])[cH:7]1. The reactants are COCI (Iodomethyl methyl ether), C(C=C)OC(=O)N1C[C@H](C[C@H]1CC1=CN2C(S1)=CN=C2C)SC=2[C@@H]([C@H]1N(C2C(=O)OCC=C)C([C@@H]1[C@@H](C)O)=O)C (allyl(1R,5S,6S)-2-[(3S,5S)-1-allyloxycarbonyl-5-(5-methylimidazo[5,1-b]thiazol-2-yl)methylpyrrolidin-3-yl]thio-6-((1R)-1-hydroxyethyl)-1-methylcarbapen-2-em-3-carboxylate). Run in CC(=O)C (acetone). Reaction conditions: time 10 minute. Yields the product [I-].C(C=C)OC(=O)N1C[C@H](C[C@H]1CC1=C[N+]=2C(S1)=CN(C2C)COC)SC=2[C@@H]([C@H]1N(C2C(=O)OCC=C)C([C@@H]1[C@@H](C)O)=O)C (allyl(1R,5S,6S)-2-[(3S,5S)-1-allyloxycarbonyl-5-[6-methoxymethyl-5-methylimidazo[5,1-b]thiazolium-2-yl]methylpyrrolidin-3-yl]thio-6-((1R)-1-hydroxyethyl)-1-methylcarbapen-2-em-3-carboxylate iodide). Reaction SMILES: [CH3:1][O:2][CH2:3][I:4].[CH2:5]([O:8][C:9]([N:11]1[C@H:15]([CH2:16][C:17]2[S:21][C:20]3=[CH:22][N:23]=[C:24]([CH3:25])[N:19]3[CH:18]=2)[CH2:14][C@H:13]([S:26][C:27]2[C@H:28]([CH3:44])[C@@H:29]3[C@@H:39]([C@H:40]([OH:42])[CH3:41])[C:38](=[O:43])[N:30]3[C:31]=2[C:32]([O:34][CH2:35][CH:36]=[CH2:37])=[O:33])[CH2:12]1)=[O:10])[CH:6]=[CH2:7]>CC(C)=O>[I-:4].[CH2:5]([O:8][C:9]([N:11]1[C@H:15]([CH2:16][C:17]2[S:21][C:20]3=[CH:22][N:23]([CH2:1][O:2][CH3:3])[C:24]([CH3:25])=[N+:19]3[CH:18]=2)[CH2:14][C@H:13]([S:26][C:27]2[C@H:28]([CH3:44])[C@@H:29]3[C@@H:39]([C@H:40]([OH:42])[CH3:41])[C:38](=[O:43])[N:30]3[C:31]=2[C:32]([O:34][CH2:35][CH:36]=[CH2:37])=[O:33])[CH2:12]1)=[O:10])[CH:6]=[CH2:7] |f:3.4|. Procedure: Iodomethyl methyl ether (0.01 ml) is added to a solution of 34.0 mg of allyl(1R,5S,6S)-2-[(3S,5S)-1-allyloxycarbonyl-5-(5-methylimidazo[5,1-b]thiazol-2-yl)methylpyrrolidin-3-yl]thio-6-((1R)-1-hydroxyethyl)-1-methylcarbapen-2-em-3-carboxylate, described in Example 31-a), in 0.5 ml of dry acetone, and the mixture is stirred in an argon atmosphere at room temperature for 10 min. The solvent is removed by evaporation under reduced pressure. The residue is purified by column chromatography on Sephade... Starting materials: C(C)(=O)OC(C)=O (acetic anhydride), S(O)(O)(=O)=O (sulfuric acid), S(O)(O)(=O)=O (sulfuric acid), C(=O)(O)C1C(CCCCCC1)=O (2-carboxycyclooctanone), 86, C(=O)(O)[O-].[Na+] (NaHCO3). Solvent: CC(=O)C (acetone). Run at time 1 hour. Product: CC1(OC2=C(C(O1)=O)CCCCCC2)C (2,2-Dimethyl-5,6,7,8,9,10-hexahydro-[4H]-cycloocta-1,3-dioxin-4-one). Reaction SMILES: [C:1]([CH:4]1[CH2:11][CH2:10][CH2:9][CH2:8][CH2:7][CH2:6][C:5]1=[O:12])([OH:3])=[O:2].C(O[C:17](=O)[CH3:18])(=O)C.S(=O)(=O)(O)O.[C:25]([O-])(O)=O.[Na+]>CC(C)=O>[CH3:25][C:17]1([CH3:18])[O:2][C:1](=[O:3])[C:4]2[CH2:11][CH2:10][CH2:9][CH2:8][CH2:7][CH2:6][C:5]=2[O:12]1 |f:3.4|. Procedure: To 2-carboxycyclooctanone of Preparation 86 (16.8 g) is added acetone (15 mL), acetic anhydride (20 mL) and sulfuric acid (0.8 mL, added dropwise) at 0° C. As soon as the sulfuric acid is added the solid dissolved and stirring continued for 1 hour at 0° C. and then the reaction is placed in the refrigerator (4° C.) overnight. The reaction is poured into NaHCO3 (500 mL) containing ice and then stirred for 1 hour at room temperature. The solid is collected on a filter and washed with water and air... Reactants: COCCN (2-methoxyethylamine), COC=1C=C(C=CC1N1C=NC(=C1)C)NC=1SC(=CN1)C=O (2-[3-methoxy-4-(4-methyl-imidazol-1-yl)-phenylamino]-thiazole-5-carbaldehyde), O1CCCC1 (tetrahydrofurane). Solvent: C(Cl)Cl (methylene chloride). The product is COCCNCC1=CN=C(S1)NC1=CC(=C(C=C1)N1C=NC(=C1)C)OC ({5-[(2-Methoxy-ethylamino)-methyl]-thiazol-2-yl}-[3-methoxy-4-(4-methyl-imidazol-1-yl)-phenyl]-amine). As a reaction SMILES: [CH3:1][O:2][CH2:3][CH2:4][NH2:5].[CH3:6][O:7][C:8]1[CH:9]=[C:10]([NH:20][C:21]2[S:22][C:23]([CH:26]=O)=[CH:24][N:25]=2)[CH:11]=[CH:12][C:13]=1[N:14]1[CH:18]=[C:17]([CH3:19])[N:16]=[CH:15]1.O1CCCC1>C(Cl)Cl>[CH3:1][O:2][CH2:3][CH2:4][NH:5][CH2:26][C:23]1[S:22][C:21]([NH:20][C:10]2[CH:11]=[CH:12][C:13]([N:14]3[CH:18]=[C:17]([CH3:19])[N:16]=[CH:15]3)=[C:8]([O:7][CH3:6])[CH:9]=2)=[N:25][CH:24]=1. Procedure: The title compound was prepared in analogy to example 57 from 14 mg (0.19 mmol) 2-methoxyethylamine and 65 mg (0.21 mmol) 2-[3-methoxy-4-(4-methyl-imidazol-1-yl)-phenylamino]-thiazole-5-carbaldehyde using a solvent mixture of tetrahydrofurane (2 ml), and methylene chloride (1 ml). The reaction was not complete and the same amount of reagent was added like in example 57. The crude product was purified on silica gel with methylene chloride/methanol 9/1 yielding 47 mg (54%) {5-[(2-methoxy-ethylamin... The reactants are [C-]#N.[Na+] (NaCN), C(Cl)Cl (CH2Cl2), BrC=1N(C(=C(N1)Cl)Cl)COCC[Si](C)(C)C (2-bromo-4,5-dichloro-1-({[2-(trimethylsilyl)ethyl]oxy}methyl)-1H-imidazole), C[O-].[Na+] (sodium methoxide), solution, CuBr. Run in CO (methanol), CO (methanol). Yields the product ClC=1N=C(N(C1Cl)COCC[Si](C)(C)C)OC (4,5-dichloro-2-(methyloxy)-1-({[2-(trimethylsilyl)ethyl]oxy}methyl)-1H-imidazole). The yield is 67.0%. As a reaction SMILES: Br[C:2]1[N:3]([CH2:9][O:10][CH2:11][CH2:12][Si:13]([CH3:16])([CH3:15])[CH3:14])[C:4]([Cl:8])=[C:5]([Cl:7])[N:6]=1.[CH3:17][O-:18].[Na+].[C-]#N.[Na+].C(Cl)Cl>CO>[Cl:7][C:5]1[N:6]=[C:2]([O:18][CH3:17])[N:3]([CH2:9][O:10][CH2:11][CH2:12][Si:13]([CH3:16])([CH3:15])[CH3:14])[C:4]=1[Cl:8] |f:1.2,3.4|. Reported procedure: A solution of 2-bromo-4,5-dichloro-1-({[2-(trimethylsilyl)ethyl]oxy}methyl)-1H-imidazole (0.12 g, 0.35 mmol), sodium methoxide (0.12 mL of a 25% solution in methanol, 0.53 mmol) and CuBr (0.010 g, 0.07 mmol) in methanol (0.5 mL) was heated at 100° C. for 6 h. Dilute aqueous NaCN and CH2Cl2 were added and the solution was stirred for a few minutes. The solution was extracted with EtOAc. The organic phase was dried (Na2SO4), filtered, and purified by silica gel chromatography (0-40% EtOAc/hex) to ... Starting materials: S(C)C (Me2S), C(C)(C)(C)OC(=O)N1CC(C1)C(=O)O (1-t-butoxycarbonylazetidine-3-carboxylic acid). The product is C(C)(C)(C)OC(=O)N1CC(C1)CO (1-t-Butoxycarbonyl-3-hydroxymethylazetidine). As a reaction SMILES: S(C)C.[C:4]([O:8][C:9]([N:11]1[CH2:14][CH:13]([C:15](O)=[O:16])[CH2:12]1)=[O:10])([CH3:7])([CH3:6])[CH3:5]>>[C:4]([O:8][C:9]([N:11]1[CH2:14][CH:13]([CH2:15][OH:16])[CH2:12]1)=[O:10])([CH3:7])([CH3:6])[CH3:5]. Procedure details: Using a procedure analogous to Example 40-B (using Me2S.BH3), 1-t-butoxycarbonylazetidine-3-carboxylic acid gave the title compound (3.0 g, quantitative). Reactants: CC(C)Cc1ccc(B(O)O)cc1, Cc1ccccc1, CCO, O=[N+]([O-])c1ccc(OS(=O)(=O)c2ccccc2I)cc1, [Na+], [Na+], O=C([O-])[O-], O. Product: CC(C)Cc1ccc(-c2ccccc2S(=O)(=O)Oc2ccc([N+](=O)[O-])cc2)cc1. RXN SMILES: [CH2:21]([CH:22]([CH3:23])[CH3:24])[c:25]1[cH:26][cH:27][c:28]([B:31]([OH:32])[OH:33])[cH:29][cH:30]1.[CH3:34][c:35]1[cH:36][cH:37][cH:38][cH:39][cH:40]1.[CH3:48][CH2:49][OH:50].[I:1][c:2]1[c:3]([S:8](=[O:9])(=[O:10])[O:11][c:12]2[cH:13][cH:14][c:15]([N+:18](=[O:19])[O-:20])[cH:16][cH:17]2)[cH:4][cH:5][cH:6][cH:7]1.[Na+:41].[Na+:42].[O-:43][C:44](=[O:45])[O-:46].[OH2:47]>>[c:2]1(-[c:28]2[cH:27][cH:26][c:25]([CH2:21][CH:22]([CH3:23])[CH3:24])[cH:30][cH:29]2)[c:3]([S:8](=[O:9])(=[O:10])[O:11][c:12]2[cH:13][cH:14][c:15]([N+:18](=[O:19])[O-:20])[cH:16][cH:17]2)[cH:4][cH:5][cH:6][cH:7]1. Solvent: CN1C(CCC1)=O (N-methylpyrrolidinone), C(Cl)Cl (CH2Cl2), C(Cl)(Cl)Cl (CHCl3), CO (CH3OH), C(Cl)Cl (CH2Cl2). Conditions: time 45 minute. As a reaction SMILES: Cl[C:2]1[O:6][N:5]=[C:4]2[C:7]3[C:12]([CH2:13][CH2:14][C:3]=12)=[CH:11][CH:10]=[CH:9][CH:8]=3.[NH:15]1[CH2:20][CH2:19][NH:18][CH2:17][CH2:16]1.C([O-])([O-])=O.[K+].[K+]>CN1CCCC1=O.C(Cl)(Cl)Cl.C(Cl)Cl.CO>[N:15]1([C:2]2[O:6][N:5]=[C:4]3[C:7]4[C:12]([CH2:13][CH2:14][C:3]=23)=[CH:11][CH:10]=[CH:9][CH:8]=4)[CH2:20][CH2:19][NH:18][CH2:17][CH2:16]1 |f:2.3.4|. Procedure details: A stirred mixture of 3-chloro-4,5-dihydronaphth[1,2-c]isoxazole (5.0 g, 24.4 mmol), piperazine(34.2 g, 397.7 mmol) and K2CO3 (6.73 g, 48.7 mmol) in 40 ml of N-methylpyrrolidinone under N2 was lowered into an oil bath preheated to 150° C. The mixture was heated while stirring under N2 for 45 minutes. At that time, TLC (CH2Cl2) showed no remaining starting material. The mixture was removed from the heating bath, allowed to cool to room temperature and extracted with Et2O. This organic phase was wa... Starting materials: ClC1=C2C(=NO1)C1=CC=CC=C1CC2 (3-chloro-4,5-dihydronaphth[1,2-c]isoxazole), N1CCNCC1 (piperazine), C(=O)([O-])[O-].[K+].[K+] (K2CO3). The product is N1(CCNCC1)C1=C2C(=NO1)C1=CC=CC=C1CC2 (3-(1-Piperazinyl)-4,5-dihydronaphth[1,2-c]isoxazole).